The task is: describe an organic reaction: reactants, conditions, products, and yield. This data is from the Open Reaction Database (ORD), a public repository of structured organic reaction records. Starting materials: ClC1=NC=CC(=C1F)C=O (2-chloro-3-fluoro-pyridine-4-carbaldehyde), Cl.NO (hydroxylamine hydrochloride), C(C)(=O)[O-].[NH4+] (ammonium acetate). Solvent: CO (MeOH), O (water). Conditions: time 8 hour. Yields the product ClC1=NC=CC(=C1F)C=NO (2-Chloro-3-fluoro-pyridine-4-carbaldehyde oxime). As a reaction SMILES: [Cl:1][C:2]1[C:7]([F:8])=[C:6]([CH:9]=O)[CH:5]=[CH:4][N:3]=1.Cl.[NH2:12][OH:13].C([O-])(=O)C.[NH4+]>CO.O>[Cl:1][C:2]1[C:7]([F:8])=[C:6]([CH:9]=[N:12][OH:13])[CH:5]=[CH:4][N:3]=1 |f:1.2,3.4|. Procedure: To a solution of 2-chloro-3-fluoro-pyridine-4-carbaldehyde (1.20 g, 5.64 mmol) in MeOH (48 mL) and water (8 mL) were added hydroxylamine hydrochloride (0.59 g, 8.46 mmol) and ammonium acetate (1.30 g, 16.9 mmol), and stirring was continued at RT overnight. The reaction mixture was concentrated in vacuo, and the residue was suspended in CH2Cl2/MeOH 9:1. The precipitate was filtered off, washed with CH2Cl2 and dried to afford the title compound as a white solid. MS (LC/MS): 175.0 [M+H]+; tR (HPLC ...